This data is from the Open Reaction Database (ORD), a public repository of structured organic reaction records. The task is: describe an organic reaction: reactants, conditions, products, and yield Reactants: NC=1SC=CC1C(C1=C(C=CC=C1)F)=O (2-amino-3-(o-fluorobenzoyl)thiophene), C(N)(OCC)=O (ethyl carbamate). The reagents and catalysts are [Cl-].[Zn+2].[Cl-] (zinc chloride). Solvent: CC(=O)C (acetone). Run at temperature 200 celsius. The product is FC1=C(C=CC=C1)C=1C2=C(NC(N1)=O)SC=C2 (4-(o-fluorophenyl)-1,2-dihydrothieno[2,3-d]pyrimidin-2-one). As a reaction SMILES: [NH2:1][C:2]1[S:3][CH:4]=[CH:5][C:6]=1[C:7](=O)[C:8]1[CH:13]=[CH:12][CH:11]=[CH:10][C:9]=1[F:14].[C:16](=O)([O:18]CC)[NH2:17]>CC(C)=O.[Cl-].[Zn+2].[Cl-]>[F:14][C:9]1[CH:10]=[CH:11][CH:12]=[CH:13][C:8]=1[C:7]1[C:6]2[CH:5]=[CH:4][S:3][C:2]=2[NH:1][C:16](=[O:18])[N:17]=1 |f:3.4.5|. Reported procedure: A mixture of 500 mg of 2-amino-3-(o-fluorobenzoyl)thiophene, 760 mg of ethyl carbamate and 46 mg of zinc chloride is heated at 200°C for 1 hour. After cooling, the reaction mixture is washed with chloroform and filtered to give crystals, which are disolved in acetone and filtered. The filtrate is condensed under reduced pressure to give 4-(o-fluorophenyl)-1,2-dihydrothieno[2,3-d]pyrimidin-2-one as crystals having a melting point of 254° - 256°C. Recrystallization from acetone gives crystals havi... Reactants: C(CCCCCCCCCCC)(=O)Cl (lauroyl chloride), CSC=1C=CC2=C(C(CC3=C(S2)C=CC=C3)N3CCN(CC3)CCCO)C1 (8-methylthio-10-[4-(3-hydroxypropyl)piperazino]-10,11-dihydrodibenzo[b,f]thiepin). Solvent: C1=CC=CC=C1 (benzene), C(Cl)(Cl)Cl (chloroform). Product: CSC=1C=CC2=C(C(CC3=C(S2)C=CC=C3)N3CCN(CC3)CCCOC(CCCCCCCCCCC)=O)C1 (8-methylthio-10-[4-(3-dodecanoyloxypropyl)piperazino]-10,11-dihydrodibenzo[b,f]thiepin). Reaction SMILES: [CH3:1][S:2][C:3]1[CH:4]=[CH:5][C:6]2[S:12][C:11]3[CH:13]=[CH:14][CH:15]=[CH:16][C:10]=3[CH2:9][CH:8]([N:17]3[CH2:22][CH2:21][N:20]([CH2:23][CH2:24][CH2:25][OH:26])[CH2:19][CH2:18]3)[C:7]=2[CH:27]=1.[C:28](Cl)(=[O:40])[CH2:29][CH2:30][CH2:31][CH2:32][CH2:33][CH2:34][CH2:35][CH2:36][CH2:37][CH2:38][CH3:39]>C1C=CC=CC=1.C(Cl)(Cl)Cl>[CH3:1][S:2][C:3]1[CH:4]=[CH:5][C:6]2[S:12][C:11]3[CH:13]=[CH:14][CH:15]=[CH:16][C:10]=3[CH2:9][CH:8]([N:17]3[CH2:18][CH2:19][N:20]([CH2:23][CH2:24][CH2:25][O:26][C:28](=[O:40])[CH2:29][CH2:30][CH2:31][CH2:32][CH2:33][CH2:34][CH2:35][CH2:36][CH2:37][CH2:38][CH3:39])[CH2:21][CH2:22]3)[C:7]=2[CH:27]=1. Reported procedure: In accordance with the general procedure described in the foregoing Examples, 14.0 grams of 8-methylthio-10-[4-(3-hydroxypropyl)piperazino]-10,11-dihydrodibenzo[b,f]thiepin was reacted with 15.3 grams of lauroyl chloride (dodecanoyl chloride) in a mixture of benzene and chloroform. In this manner, 8-methylthio-10-[4-(3-dodecanoyloxypropyl)piperazino]-10,11-dihydrodibenzo[b,f]thiepin was obtained. The pure base was a viscous oil which formed a crystalline di(hydrogen maleate) that had a melting p... Starting materials: Cc1c(CCC(=O)NCC(C)NC(=O)CCc2cc(C(C)(C)C)c(O)c(C)c2C)cc(C(C)(C)C)c(O)c1C, NCCN. Yields the product Cc1c(CCC(=O)NCCNC(=O)CCc2cc(C(C)(C)C)c(O)c(C)c2C)cc(C(C)(C)C)c(O)c1C. Reaction SMILES: [CH2:1]([CH:2]([CH3:3])[NH:4][C:5]([CH2:6][CH2:7][c:8]1[c:9]([CH3:20])[c:10]([CH3:19])[c:11]([OH:18])[c:12]([C:14]([CH3:15])([CH3:16])[CH3:17])[cH:13]1)=[O:21])[NH:22][C:23]([CH2:24][CH2:25][c:26]1[c:27]([CH3:38])[c:28]([CH3:37])[c:29]([OH:36])[c:30]([C:32]([CH3:33])([CH3:34])[CH3:35])[cH:31]1)=[O:39].[NH2:40][CH2:41][CH2:42][NH2:43]>>[CH2:1]([CH2:2][NH:4][C:5]([CH2:6][CH2:7][c:8]1[c:9]([CH3:20])[c:10]([CH3:19])[c:11]([OH:18])[c:12]([C:14]([CH3:15])([CH3:16])[CH3:17])[cH:13]1)=[O:21])[NH:22][C:23]([CH2:24][CH2:25][c:26]1[c:27]([CH3:38])[c:28]([CH3:37])[c:29]([OH:36])[c:30]([C:32]([CH3:33])([CH3:34])[CH3:35])[cH:31]1)=[O:39]. RXN SMILES: [CH2:1]([O:3][C:4]([NH:6][C:7]1[CH:8]=[CH:9][C:10]([N:14]2[CH2:23][CH2:22][C:17]3([O:21][CH2:20][CH2:19][O:18]3)[CH2:16][CH2:15]2)=[C:11]([F:13])[CH:12]=1)=[O:5])[CH3:2].C[C:25](C)([O-:27])C.[Li+].C(OC(=O)CCC)[C@@H]1OC1>O1CCCC1>[O:21]1[C:17]2([CH2:16][CH2:15][N:14]([C:10]3[CH:9]=[CH:8][C:7]([N:6]4[CH2:2][C@H:1]([CH2:25][OH:27])[O:3][C:4]4=[O:5])=[CH:12][C:11]=3[F:13])[CH2:23][CH2:22]2)[O:18][CH2:19][CH2:20]1 |f:1.2|. Yields the product O1CCOC12CCN(CC2)C2=C(C=C(C=C2)N2C(O[C@H](C2)CO)=O)F ((5R)-3-(4-(1,4-Dioxa-8-azaspiro[4,5]dec-8-yl)-3-fluorophenyl)-5-hydroxymethyloxazolidin-2-one). Starting materials: CC(C)([O-])C.[Li+] (lithium t-butoxide), C(C)OC(=O)NC=1C=CC(=C(C1)F)N1CCC2(OCCO2)CC1 (5-Ethoxycarbonylamino-2-(1,4-dioxa-8-azaspiro[4,5]dec-8-yl)fluorobenzene), C([C@H]1CO1)OC(CCC)=O ((R)-glycidylbutyrate). Run in O1CCCC1 (tetrahydrofuran). Run at time 5 minute. Procedure details: 5-Ethoxycarbonylamino-2-(1,4-dioxa-8-azaspiro[4,5]dec-8-yl)fluorobenzene (22.9 g, 0.071 M) was dissolved in dry tetrahydrofuran (250 ml) under nitrogen, cooled to −70°, and treated dropwise over 30 minutes with a solution of lithium t-butoxide (1M in tetrahydrofuran, 77.6 ml), keeping the temperature below −70°. After stirring for 5 minutes, (R)-glycidylbutyrate (11.19 g, 0.077 M) was added, and stirring continued at −65° for 1 hour, before allowing the temperature to rise to ambient over 16 hou...